describe an organic reaction: reactants, conditions, products, and yield From a dataset of the Open Reaction Database (ORD), a public repository of structured organic reaction records. Reactants: CN(C)C(O)=S, [Cl-], [H-], [Na+], CN(C)C=O, O=C1c2ccccc2C(=O)N1CCCCc1ccc(O)cc1. Yields the product CN(C)C(=S)Oc1ccc(CCCCN2C(=O)c3ccccc3C2=O)cc1. RXN SMILES: [CH3:26][N:27]([C:28]([OH:29])=[S:30])[CH3:31].[Cl-:25].[H-:1].[Na+:2].[O:32]=[CH:33][N:34]([CH3:35])[CH3:36].[OH:3][c:4]1[cH:5][cH:6][c:7]([CH2:10][CH2:11][CH2:12][CH2:13][N:14]2[C:15](=[O:24])[c:16]3[cH:17][cH:18][cH:19][cH:20][c:21]3[C:22]2=[O:23])[cH:8][cH:9]1>>[O:3]([c:4]1[cH:5][cH:6][c:7]([CH2:10][CH2:11][CH2:12][CH2:13][N:14]2[C:15](=[O:24])[c:16]3[cH:17][cH:18][cH:19][cH:20][c:21]3[C:22]2=[O:23])[cH:8][cH:9]1)[C:28]([N:27]([CH3:26])[CH3:31])=[S:30]. The reactants are FC1=C(C=CC=C1)N1N(C(=C(C1=O)[N+](=O)[O-])C)C (2-(2-Fluorophenyl)-1,5-dimethyl-4-nitro-1H-pyrazol-3(2H)-one). The reagents and catalysts are [Pd] (Pd/C). The solvent is CO (MeOH). Reaction conditions: temperature 65 celsius, time 8 hour. Product: NC=1C(N(N(C1C)C)C1=C(C=CC=C1)F)=O (4-Amino-2-(2-fluorophenyl)-1,5-dimethyl-1H-pyrazol-3(2H)-one). Reaction SMILES: [F:1][C:2]1[CH:7]=[CH:6][CH:5]=[CH:4][C:3]=1[N:8]1[C:12](=[O:13])[C:11]([N+:14]([O-])=O)=[C:10]([CH3:17])[N:9]1[CH3:18]>CO.[Pd]>[NH2:14][C:11]1[C:12](=[O:13])[N:8]([C:3]2[CH:4]=[CH:5][CH:6]=[CH:7][C:2]=2[F:1])[N:9]([CH3:18])[C:10]=1[CH3:17]. Procedure details: 2-(2-Fluorophenyl)-1,5-dimethyl-4-nitro-1H-pyrazol-3(2H)-one (208 g, 828 mmol) and 10% Pd/C (25 g, 235 mmol) in MeOH (3000 ml) was subjected to hydrogenation over 98 hrs at 0.1 bar at RT. The resulting mixture was filtered over a pad of Celite® (filter material), washed with MeOH (1000 ml) and the filtrate was evaporated to dryness. To the solid was added DCM (300 ml) and this was heated at 65° C., followed by addition of toluene (900 ml). The DCM was removed under reduced pressure and the resul... Solvent: O (water). The reagents and catalysts are [Pd] (palladium on carbon). As a reaction SMILES: [N+:1]([C:4]1[CH:5]=[C:6]2[N:12]([OH:13])[C:11]([C:14]([F:17])([F:16])[F:15])=[N:10][C:7]2=[N:8][CH:9]=1)([O-])=O.C(O)C.Cl.[H][H]>[Pd].O>[NH2:1][C:4]1[CH:5]=[C:6]2[N:12]([OH:13])[C:11]([C:14]([F:15])([F:17])[F:16])=[N:10][C:7]2=[N:8][CH:9]=1. Procedure: 6-Nitro-1-hydroxy-2-(trifluoromethyl)-1H-imidazo(4,5-b)pyridine (4.9 grams) was mixed with 100 milliliters of ethanol and 3 milliliters of concentrated hydrochloric acid, and 1 gram of 5 percent palladium on carbon was added to the mixture. The mixture was hydrogenated to a 3 mole-equivalent uptake of hydrogen. The reaction mixture was then filtered and evaporated, yielding a gummy solid residue which was taken up in 150 milliliters of water and used directly in the reaction reported in the foll... Yields the product NC=1C=C2C(=NC1)N=C(N2O)C(F)(F)F (6-AMINO-1-HYDROXY-2-(TRIFLUOROMETHYL)-1H-IMIDAZO-(4,5-b)PYRIDINE). Starting materials: [H][H] (hydrogen), [N+](=O)([O-])C=1C=C2C(=NC1)N=C(N2O)C(F)(F)F (6-Nitro-1-hydroxy-2-(trifluoromethyl)-1H-imidazo(4,5-b)pyridine), C(C)O (ethanol), Cl (hydrochloric acid). Starting materials: F[B-](F)(F)F, CC(C)(C)OC(=O)NN, CCc1cc(C(=O)O)cc(C)n1, CCN(C(C)C)C(C)C, [Na+], CN(C)C=O, [OH-], CN(C)C(On1nnc2ccccc21)=[N+](C)C. Yields the product CCc1cc(C(=O)NNC(=O)OC(C)(C)C)cc(C)n1. RXN SMILES: [B-:31]([F:32])([F:33])([F:34])[F:35].[C:13]([CH3:14])([CH3:15])([CH3:16])[O:17][C:18](=[O:19])[NH:20][NH2:21].[CH2:1]([CH3:2])[c:3]1[cH:4][c:5]([C:6](=[O:7])[OH:8])[cH:9][c:10]([CH3:12])[n:11]1.[CH:22]([N:23]([CH2:24][CH3:25])[CH:26]([CH3:27])[CH3:28])([CH3:29])[CH3:30].[Na+:59].[O:53]=[CH:54][N:55]([CH3:56])[CH3:57].[OH-:58].[n:36]1([O:37][C:38]([N:39]([CH3:40])[CH3:41])=[N+:42]([CH3:43])[CH3:44])[c:45]2[cH:46][cH:47][cH:48][cH:49][c:50]2[n:51][n:52]1>>[CH2:1]([CH3:2])[c:3]1[cH:4][c:5]([C:6](=[O:8])[NH:21][NH:20][C:18]([O:17][C:13]([CH3:14])([CH3:15])[CH3:16])=[O:19])[cH:9][c:10]([CH3:12])[n:11]1. Starting materials: COc1cc(C#CCO)ccc1[N+](=O)[O-], O=C1CCC(=O)N1Cl, ClCCl, c1ccc(P(c2ccccc2)c2ccccc2)cc1. The product is COc1cc(C#CCCl)ccc1[N+](=O)[O-]. As a reaction SMILES: [CH3:1][O:2][c:3]1[cH:4][c:5]([C:12]#[C:13][CH2:14][OH:15])[cH:6][cH:7][c:8]1[N+:9](=[O:10])[O-:11].[Cl:35][N:36]1[C:37](=[O:38])[CH2:39][CH2:40][C:41]1=[O:42].[Cl:43][CH2:44][Cl:45].[c:16]1([P:17]([c:18]2[cH:19][cH:20][cH:21][cH:22][cH:23]2)[c:24]2[cH:25][cH:26][cH:27][cH:28][cH:29]2)[cH:30][cH:31][cH:32][cH:33][cH:34]1>>[CH3:1][O:2][c:3]1[cH:4][c:5]([C:12]#[C:13][CH2:14][Cl:35])[cH:6][cH:7][c:8]1[N+:9](=[O:10])[O-:11]. Starting materials: C[Mg+].[Br-] (MeMgBr), solution, OC1(CC1)CC[C@H](C[C@@H]1N(C(OC1)(C)C)C(=O)OC(C)(C)C)COS(=O)(=O)C1=CC=C(C)C=C1 ((S)-tert-butyl 4-((R)-4-(1-hydroxycyclopropyl)-2-(tosyloxymethyl)butyl)-2,2-dimethyloxazolidine-3-carboxylate). The solvent is C1CCOC1 (THF). Yields the product C1CC12OC[C@H](CC2)C[C@@H]2N(C(OC2)(C)C)C(=O)OC(C)(C)C ((S)-tert-butyl 4-(((R)-4-oxaspiro[2.5]oct-6-yl)methyl)-2,2-dimethyloxazolidine-3-carboxylate). Yield: 91.0%. As a reaction SMILES: O[C:2]1([CH2:5][CH2:6][C@@H:7]([CH2:23][O:24]S(C2C=CC(C)=CC=2)(=O)=O)[CH2:8][C@H:9]2[CH2:13][O:12][C:11]([CH3:15])([CH3:14])[N:10]2[C:16]([O:18][C:19]([CH3:22])([CH3:21])[CH3:20])=[O:17])[CH2:4][CH2:3]1.C[Mg+].[Br-]>C1COCC1>[CH2:4]1[C:2]2([CH2:5][CH2:6][C@H:7]([CH2:8][C@H:9]3[CH2:13][O:12][C:11]([CH3:15])([CH3:14])[N:10]3[C:16]([O:18][C:19]([CH3:22])([CH3:20])[CH3:21])=[O:17])[CH2:23][O:24]2)[CH2:3]1 |f:1.2|. Reported procedure: The (S)-tert-butyl 4-((R)-4-(1-hydroxycyclopropyl)-2-(tosyloxymethyl)butyl)-2,2-dimethyloxazolidine-3-carboxylate was dissolved in 30 mL of THF and MeMgBr (7.0 mL of a 3.0 M solution, 2.0 equiv) was added and the mixture heated to reflux for 56 hr. After cooling to ambient the mixture was quenched by addition of water and the mixture transferred to a separatory funnel. The layers were separated and the organic layer were washed with brine, dried over Na2SO4, filtered and evaporated. The pyran de...